From a dataset of the Open Reaction Database (ORD), a public repository of structured organic reaction records. describe an organic reaction: reactants, conditions, products, and yield The reactants are C(C)(C)(C)OC(=O)N1CCC(CC1)NCC1=C(C=CC=C1)[N+](=O)[O-] (1-tert.-butoxycarbonyl-4-(2-nitrophenylmethylamino)-piperidine), C(C)O (ethanol), [H][H] (hydrogen). Reagents/catalysts: [C].[Pd] (palladium carbon). Solvent: CO (methanol). The product is C(C)(C)(C)OC(=O)N1CCC(CC1)NCC1=C(C=CC=C1)N (1-tert.-Butoxycarbonyl-4-(2-aminophenylmethylamino)-piperidine). Yield: 96.4%. As a reaction SMILES: [C:1]([O:5][C:6]([N:8]1[CH2:13][CH2:12][CH:11]([NH:14][CH2:15][C:16]2[CH:21]=[CH:20][CH:19]=[CH:18][C:17]=2[N+:22]([O-])=O)[CH2:10][CH2:9]1)=[O:7])([CH3:4])([CH3:3])[CH3:2].C(O)C.[H][H]>[C].[Pd].CO>[C:1]([O:5][C:6]([N:8]1[CH2:9][CH2:10][CH:11]([NH:14][CH2:15][C:16]2[CH:21]=[CH:20][CH:19]=[CH:18][C:17]=2[NH2:22])[CH2:12][CH2:13]1)=[O:7])([CH3:4])([CH3:2])[CH3:3] |f:3.4|. Procedure: In this reference example, 40 g of 1-tert.-butoxycarbonyl-4-(2-nitrophenylmethylamino)-piperidine obtained in the same manner as that of Reference Example 6, 100 ml of ethanol, 60 ml of methanol and 4 g of palladium carbon are mixed. The mixture is shaken in an atmosphere of hydrogen at room temperature under 40-45 psi. The catalyst is filtered off and the filtrate is concentrated to obtain 35.1 g of oily material as the residue. The residue is crystallized with the addition of n-hexane to obtai... Reactants: OC(C(=O)O)(CC(C)C1=CC=CC=C1)C(F)(F)F (2-hydroxy-4-phenyl-2-trifluoromethyl-valeric acid), S(=O)(Cl)Cl (thionyl chloride), O (water), NC=1C=C2COC(=O)C2=CC1 (5-aminophthalide). Solvent: CC(=O)N(C)C (dimethylacetamide). Conditions: temperature -15 celsius, time 3 hour. Product: OC(C(=O)NC=1C=C2COC(=O)C2=CC1)(CC(C)C1=CC=CC=C1)C(F)(F)F (5-(2-hydroxy-4-phenyl-2-trifluoromethyl-valeroylamino)-phthalide). The yield is 38.7%. Reaction SMILES: [OH:1][C:2]([C:15]([F:18])([F:17])[F:16])([CH2:6][CH:7]([C:9]1[CH:14]=[CH:13][CH:12]=[CH:11][CH:10]=1)[CH3:8])[C:3]([OH:5])=O.S(Cl)(Cl)=O.[NH2:23][C:24]1[CH:25]=[C:26]2[C:31](=[CH:32][CH:33]=1)[C:29](=[O:30])[O:28][CH2:27]2.O>CC(N(C)C)=O>[OH:1][C:2]([C:15]([F:18])([F:17])[F:16])([CH2:6][CH:7]([C:9]1[CH:14]=[CH:13][CH:12]=[CH:11][CH:10]=1)[CH3:8])[C:3]([NH:23][C:24]1[CH:25]=[C:26]2[C:31](=[CH:32][CH:33]=1)[C:29](=[O:30])[O:28][CH2:27]2)=[O:5]. Procedure: 500 mg of 2-hydroxy-4-phenyl-2-trifluoromethyl-valeric acid (Eur. Appl. 0 253 500 (Imperial Chemical Industries)) in 10 ml of dimethylacetamide is mixed at −15° C. with 0.14 ml of thionyl chloride. After 3 hours of stirring at −15° C., 600 mg of 5-aminophthalide (test) is added. The solution is stirred for 2 hours at −15° C. and then left for 18 hours at room temperature, then mixed with water and extracted with ethyl acetate. The ethyl acetate phase is dried (Na2SO4) and concentrated by evapora... Starting materials: carboxylic acid, C1(=CC=CC=C1)C(CNCC[C@H](OC=1C=C(C=CC1)CC(=O)O)C)C1=CC=CC=C1 ((R)-2-(3-{3-[(2,2-diphenylethyl)amino]-1-methyl-propoxy}phenyl)acetic acid), ClC1=C(C=O)C=CC=C1C(F)(F)F (2-chloro-3-trifluoromethylbenzaldehyde), Cl.CCOCC (HCl Et2O), FC1=C(C=O)C=CC(=C1)OC (2-fluoro-4-methoxybenzaldehyde), COC(C)=O (acetic acid methyl ester), amine carboxylic acid. Solvent: CCOCC (Et2O). Yields the product Cl.FCOC1=C(CN(CC[C@H](OC=2C=C(C=CC2)CC(=O)O)C)CC(C2=CC=CC=C2)C2=CC=CC=C2)C=CC=C1 ((R)-2-(3-{3-[[2-Fluoromethoxybenzyl](2,2-diphenylethyl)amino]-1-methyl-propoxy}phenyl)acetic acid hydrochloride salt). As a reaction SMILES: [C:1]1([CH:7]([C:25]2[CH:30]=[CH:29][CH:28]=[CH:27][CH:26]=2)[CH2:8][NH:9][CH2:10][CH2:11][C@@H:12]([CH3:24])[O:13][C:14]2[CH:15]=[C:16]([CH2:20][C:21]([OH:23])=[O:22])[CH:17]=[CH:18][CH:19]=2)[CH:6]=[CH:5][CH:4]=[CH:3][CH:2]=1.F[C:32]1[CH:39]=[C:38](OC)C=C[C:33]=1[CH:34]=O.[CH3:42][O:43][C:44](=O)[CH3:45].[Cl:47]C1C(C(F)(F)[F:57])=CC=CC=1C=O.Cl.CCOCC>CCOCC>[ClH:47].[F:57][CH2:42][O:43][C:44]1[CH:45]=[CH:34][CH:33]=[CH:32][C:39]=1[CH2:38][N:9]([CH2:8][CH:7]([C:1]1[CH:2]=[CH:3][CH:4]=[CH:5][CH:6]=1)[C:25]1[CH:26]=[CH:27][CH:28]=[CH:29][CH:30]=1)[CH2:10][CH2:11][C@@H:12]([CH3:24])[O:13][C:14]1[CH:15]=[C:16]([CH2:20][C:21]([OH:23])=[O:22])[CH:17]=[CH:18][CH:19]=1 |f:4.5,7.8|. Procedure: Following the procedure of Example 7(d) except (R)-2-(3-{3-[(2,2-diphenylethyl)amino]-1-methyl-propoxy}phenyl)acetic acid and 2-fluoro-4-methoxybenzaldehyde were used instead of (R)-2-(3-{3-(2,2-diphenylethyl)amino]-3-methyl-propoxy}-phenyl)acetic acid methyl ester and 2-chloro-3-trifluoromethylbenzaldehyde in step (d) the corresponding carboxylic acid was obtained. The crude product was purified by preparative HPLC (TMC CombiPrep PDS, 75×30 mm, 25 mL/min, acetonitrile: H2O, UV detection at 254 ... Reported procedure: A 600 mL, magnetically stirred, model autoclave fitted with a condenser (maintained at -10° C.), was evacuated, cooled to about -40° C., and charged with 0.6.9 g (0.036 mol) TiCl4 followed by 64 g (0.255 mol) CCl3CH2CCl3, and 102.5 g (5 mol) HF. The temperature was increased to 120° C. and maintained at that temperature for a total of 22 h. During the heating period, pressure in excess of 400 psig was periodically vented to an aqueous KOH scrubber which was attached to two -78° C. cold traps. At... Reactants: C(Cl)(Cl)(Cl)CC(Cl)(Cl)Cl (CCl3CH2CCl3), C(F)(F)(F)CC(F)(F)F (CF3CH2CF3), CF3CH2 CF2Cl, [OH-].[K+] (KOH), material. Run at temperature -10 celsius. Product: C(F)(F)(F)CC(F)(F)Cl (CF3CH2CF2Cl). RXN SMILES: C(CC(Cl)(Cl)Cl)(Cl)(Cl)[Cl:2].[OH-].[K+].[C:12]([CH2:16][C:17]([F:20])(F)[F:18])([F:15])([F:14])[F:13]>Cl[Ti](Cl)(Cl)Cl>[C:12]([CH2:16][C:17]([Cl:2])([F:20])[F:18])([F:15])([F:14])[F:13] |f:1.2|. The reagents and catalysts are Cl[Ti](Cl)(Cl)Cl (TiCl4).